This data is from the Open Reaction Database (ORD), a public repository of structured organic reaction records. The task is: describe an organic reaction: reactants, conditions, products, and yield Starting materials: FC1=CC=C(C=C1)NC(NC1=CC=C(C=C1)C=1C=C2CN(C(C2=CC1)=O)[C@H](C(=O)O)C(C)C)=O ((S)-2-(5-(4-(3-(4-Fluorophenyl)ureido)phenyl)-1-oxoisoindolin-2-yl)-3-methylbutanoic acid), CC([C@@H](C(=O)OC)N1C(C2=CC=C(C=C2C1)C1=CC=C(C=C1)NC(=O)NC1=CC=C(C=C1)C(F)(F)F)=O)C ((S)-Methyl 3-methyl-2-(1-oxo-5-(4-(3-(4-(trifluoromethyl)phenyl)ureido)phenyl)isoindolin-2-yl)butanoate). Product: CC([C@@H](C(=O)O)N1C(C2=CC=C(C=C2C1)C1=CC=C(C=C1)NC(=O)NC1=CC=C(C=C1)C(F)(F)F)=O)C ((S)-3-Methyl-2-(1-oxo-5-(4-(3-(4-(trifluoromethyl)phenyl)ureido)phenyl)isoindolin-2-yl)butanoic acid). Isolated yield 96.0%. Reaction SMILES: FC1C=CC(NC(=O)NC2C=CC(C3C=C4C(=CC=3)C(=O)N([C@@H](C(C)C)C(O)=O)C4)=CC=2)=CC=1.[CH3:35][CH:36]([CH3:72])[C@H:37]([N:42]1[CH2:50][C:49]2[C:44](=[CH:45][CH:46]=[C:47]([C:51]3[CH:56]=[CH:55][C:54]([NH:57][C:58]([NH:60][C:61]4[CH:66]=[CH:65][C:64]([C:67]([F:70])([F:69])[F:68])=[CH:63][CH:62]=4)=[O:59])=[CH:53][CH:52]=3)[CH:48]=2)[C:43]1=[O:71])[C:38]([O:40]C)=[O:39]>>[CH3:35][CH:36]([CH3:72])[C@H:37]([N:42]1[CH2:50][C:49]2[C:44](=[CH:45][CH:46]=[C:47]([C:51]3[CH:52]=[CH:53][C:54]([NH:57][C:58]([NH:60][C:61]4[CH:62]=[CH:63][C:64]([C:67]([F:70])([F:68])[F:69])=[CH:65][CH:66]=4)=[O:59])=[CH:55][CH:56]=3)[CH:48]=2)[C:43]1=[O:71])[C:38]([OH:40])=[O:39]. Reported procedure: The compound of example 245 was prepared analogous to compound of example 225 by hydrolysis of compound of example 244.